From a dataset of the Open Reaction Database (ORD), a public repository of structured organic reaction records. describe an organic reaction: reactants, conditions, products, and yield Starting materials: O=C1C(C(F)(F)F)=C2c3cc(Cl)c4[nH]nnc4c3CC23CCC1C3, ClCCl, CN(C)C=O, [OH-], [OH-], [Pd+2], [Pd]. The product is O=C1C(C(F)(F)F)=C2c3ccc4[nH]nnc4c3CC23CCC1C3. Reaction SMILES: [Cl:1][c:2]1[cH:3][c:4]2[c:8]([c:9]3[n:10][n:11][nH:12][c:13]13)[CH2:7][C:6]13[C:5]2=[C:18]([C:19]([F:20])([F:21])[F:22])[C:17](=[O:23])[CH:16]([CH2:15][CH2:14]1)[CH2:24]3.[Cl:30][CH2:31][Cl:32].[O:25]=[CH:26][N:27]([CH3:28])[CH3:29].[OH-:33].[OH-:34].[Pd+2:35].[Pd:36]>>[cH:2]1[cH:3][c:4]2[c:8]([c:9]3[n:10][n:11][nH:12][c:13]13)[CH2:7][C:6]13[C:5]2=[C:18]([C:19]([F:20])([F:21])[F:22])[C:17](=[O:23])[CH:16]([CH2:15][CH2:14]1)[CH2:24]3. Starting materials: CCCCCCCCCCCC(CC(O[Si](C)(C)C(C)(C)C)C(CCCCCC)C(=O)OCc1ccccc1)OC1CCCCO1, CCCC[N+](CCCC)(CCCC)CCCC, C1CCOC1, [F-], O, O, O. Product: CCCCCCCCCCCC(CC(O)C(CCCCCC)C(=O)OCc1ccccc1)OC1CCCCO1. RXN SMILES: [CH2:1]([CH2:2][CH2:3][CH2:4][CH2:5][CH3:6])[CH:7]([C:8](=[O:9])[O:10][CH2:11][c:12]1[cH:13][cH:14][cH:15][cH:16][cH:17]1)[CH:18]([CH2:19][CH:20]([CH2:21][CH2:22][CH2:23][CH2:24][CH2:25][CH2:26][CH2:27][CH2:28][CH2:29][CH2:30][CH3:31])[O:32][CH:33]1[O:34][CH2:35][CH2:36][CH2:37][CH2:38]1)[O:39][Si:40]([C:41]([CH3:42])([CH3:43])[CH3:44])([CH3:45])[CH3:46].[CH2:51]([N+:52]([CH2:53][CH2:54][CH2:55][CH3:56])([CH2:57][CH2:58][CH2:59][CH3:60])[CH2:61][CH2:62][CH2:63][CH3:64])[CH2:65][CH2:66][CH3:67].[CH2:68]1[O:69][CH2:70][CH2:71][CH2:72]1.[F-:50].[OH2:47].[OH2:48].[OH2:49]>>[CH2:1]([CH2:2][CH2:3][CH2:4][CH2:5][CH3:6])[CH:7]([C:8](=[O:9])[O:10][CH2:11][c:12]1[cH:13][cH:14][cH:15][cH:16][cH:17]1)[CH:18]([CH2:19][CH:20]([CH2:21][CH2:22][CH2:23][CH2:24][CH2:25][CH2:26][CH2:27][CH2:28][CH2:29][CH2:30][CH3:31])[O:32][CH:33]1[O:34][CH2:35][CH2:36][CH2:37][CH2:38]1)[OH:39]. Starting materials: C[O-], CCOCC, CCOC(C)=O, Cl, CCOC(=O)C(F)(F)F, CSc1c(F)cc(C(C)=O)cc1F, [Na+]. Product: CSc1c(F)cc(C(=O)CC(=O)C(F)(F)F)cc1F. As a reaction SMILES: [CH3:14][O-:15].[CH3:27][CH2:28][O:29][CH2:30][CH3:31].[CH3:32][CH2:33][O:34][C:35](=[O:36])[CH3:37].[ClH:26].[F:17][C:18]([C:19](=[O:20])[O:21][CH2:22][CH3:23])([F:24])[F:25].[F:1][c:2]1[cH:3][c:4]([C:11]([CH3:12])=[O:13])[cH:5][c:6]([F:10])[c:7]1[S:8][CH3:9].[Na+:16]>>[F:1][c:2]1[cH:3][c:4]([C:11]([CH2:12][C:19]([C:18]([F:17])([F:24])[F:25])=[O:20])=[O:13])[cH:5][c:6]([F:10])[c:7]1[S:8][CH3:9]. Reactants: ClC1=CC=C(C=N1)CC=1C=C2C(N(C=NC2=C2C1C=CCN2C)[C@@H]2[C@H](CCCC2)O)=O (6-[(6-chloropyridin-3-yl)methyl]-3-[(1S,2S)-2-hydroxycyclohexyl]-10-methyl-9,10-dihydropyrido[3,2-h]quinazolin-4(3H)-one), CN[C@H]1[C@@H](CCCC1)NC (trans-N,N′-dimethylcyclohexane-1,2-diamine). Reagents/catalysts: [Cu]I (copper(I) iodide). Run in CO (methanol). Conditions: temperature 160 celsius. Yields the product O[C@@H]1[C@H](CCCC1)N1C=NC2=C3C(=C(C=C2C1=O)CC=1C=NC=CC1)C=CCN3C (3-[(1S,2S)-2-Hydroxycyclohexyl]-10-methyl-6-(pyridine-3-ylmethyl)-9,10-dihydropyrido[3,2-h]quinazolin-4(3H)-one). Reaction SMILES: Cl[C:2]1[N:7]=[CH:6][C:5]([CH2:8][C:9]2[CH:10]=[C:11]3[C:16](=[C:17]4[N:22]([CH3:23])[CH2:21][CH:20]=[CH:19][C:18]=24)[N:15]=[CH:14][N:13]([C@H:24]2[CH2:29][CH2:28][CH2:27][CH2:26][C@@H:25]2[OH:30])[C:12]3=[O:31])=[CH:4][CH:3]=1.CN[C@@H]1CCCC[C@H]1NC>CO.[Cu]I>[OH:30][C@H:25]1[CH2:26][CH2:27][CH2:28][CH2:29][C@@H:24]1[N:13]1[C:12](=[O:31])[C:11]2[C:16](=[C:17]3[N:22]([CH3:23])[CH2:21][CH:20]=[CH:19][C:18]3=[C:9]([CH2:8][C:5]3[CH:6]=[N:7][CH:2]=[CH:3][CH:4]=3)[CH:10]=2)[N:15]=[CH:14]1. Procedure details: To a solution of 6-[(6-chloropyridin-3-yl)methyl]-3-[(1S,2S)-2-hydroxycyclohexyl]-10-methyl-9,10-dihydropyrido[3,2-h]quinazolin-4(3H)-one (Example 1, 0.050 g, 0.11 mmol) in 1 mL of methanol under an atmosphere of nitrogen was added trans-N,N′-dimethylcyclohexane-1,2-diamine (1.6 mg, 0.011 mmol) and copper(I) iodide (2.2 mg, 0.011 mmol). The mixture was heated at 160° C. for 2 h in a sealed pressure vessel, cooled to rt, and concentrated in vacuo. The residue was purified via preparative reverse ... Reported procedure: Ethyl 3-(4-toluoyl)cinnamate (Example 4) (3.0 g), in solution in ethyl acetate (90 mL) was shaken with hydrogen in the presence of Raney nickel catalyst until slightly more than 1 molar equivalent of hydrogen had been absorbed. After removal of the catalyst by filtration, the residue was dissolved in dichloro-methane (200 mL), barium manganate (14 g) was added and the mixture was stirred at 50° for 2 hours. The filtered solution was evaporated to leave pure ethyl 3-(3-(4-toluoyl)phenyl)propionat... Reaction conditions: time 2 hour. The product is C1(=CC=C(C=C1)C(=O)C=1C=C(C=CC1)CCC(=O)OCC)C (ethyl 3-(3-(4-toluoyl)phenyl)propionate). Reagents/catalysts: [Ni] (Raney nickel). Solvent: C(C)(=O)OCC (ethyl acetate). As a reaction SMILES: [C:1]1([CH3:22])[CH:6]=[CH:5][C:4]([C:7]([C:9]2[CH:10]=[C:11]([CH:19]=[CH:20][CH:21]=2)[CH:12]=[CH:13][C:14]([O:16][CH2:17][CH3:18])=[O:15])=[O:8])=[CH:3][CH:2]=1.[H][H]>C(OCC)(=O)C.[Ni]>[C:1]1([CH3:22])[CH:2]=[CH:3][C:4]([C:7]([C:9]2[CH:10]=[C:11]([CH2:12][CH2:13][C:14]([O:16][CH2:17][CH3:18])=[O:15])[CH:19]=[CH:20][CH:21]=2)=[O:8])=[CH:5][CH:6]=1. Starting materials: C1(=CC=C(C=C1)C(=O)C=1C=C(C=CC(=O)OCC)C=CC1)C (Ethyl 3-(4-toluoyl)cinnamate), [H][H] (hydrogen), [H][H] (hydrogen). Starting materials: COCOc1cccc(CCc2ccccc2OCCC2CCN(C)CC2)c1, Cl, C1COCCO1. RXN SMILES: [CH3:2][O:3][CH2:4][O:5][c:6]1[cH:7][c:8]([CH2:12][CH2:13][c:14]2[c:15]([O:16][CH2:17][CH2:18][CH:19]3[CH2:20][CH2:21][N:22]([CH3:25])[CH2:23][CH2:24]3)[cH:26][cH:27][cH:28][cH:29]2)[cH:9][cH:10][cH:11]1.[ClH:1].[O:30]1[CH2:31][CH2:32][O:33][CH2:34][CH2:35]1>>[ClH:1].[OH:5][c:6]1[cH:7][c:8]([CH2:12][CH2:13][c:14]2[c:15]([O:16][CH2:17][CH2:18][CH:19]3[CH2:20][CH2:21][N:22]([CH3:25])[CH2:23][CH2:24]3)[cH:26][cH:27][cH:28][cH:29]2)[cH:9][cH:10][cH:11]1. Product: Cl, CN1CCC(CCOc2ccccc2CCc2cccc(O)c2)CC1. Reactants: ClC1=NC=CC2=CC(=CC=C12)S(=O)(=O)N(C=1SC=CN1)CC1=C(C=C(C=C1)OC)OC (1-chloro-N-(2,4-dimethoxybenzyl)-N-(thiazol-2-yl)isoquinoline-6-sulfonamide), ClC1=CC(=C(C=C1)B(O)O)OC ((4-chloro-2-methoxyphenyl)boronic acid), Pd(AmPhos)2Cl2, P(=O)([O-])([O-])[O-].[K+].[K+].[K+] (potassium phosphate), CN1N=CC(=C1)B1OC(C(O1)(C)C)(C)C (1-methyl-4-(4,4,5,5-tetramethyl-1,3,2-dioxaborolan-2-yl)-1H-pyrazole), CN1N=CC(=C1)B1OC(C(O1)(C)C)(C)C (1-methyl-4-(4,4,5,5-tetramethyl-1,3,2-dioxaborolan-2-yl)-1H-pyrazole), P(=O)([O-])([O-])[O-].[K+].[K+].[K+] (potassium phosphate). The reagents and catalysts are catalyst, catalyst. Solvent: O (water), O1CCOCC1 (1,4-dioxane). Run at temperature 90 celsius, time 35 minute. Product: COC1=C(C=CC(=C1)C=1C=NN(C1)C)C1=NC=CC2=CC(=CC=C12)S(=O)(=O)NC=1SC=CN1 (1-(2-methoxy-4-(1-methyl-1H-pyrazol-4-yl)phenyl)-N-(thiazol-2-yl)isoquinoline-6-sulfonamide). Isolated yield 11.9%. As a reaction SMILES: Cl[C:2]1[C:11]2[C:6](=[CH:7][C:8]([S:12]([N:15](CC3C=CC(OC)=CC=3OC)[C:16]3[S:17][CH:18]=[CH:19][N:20]=3)(=[O:14])=[O:13])=[CH:9][CH:10]=2)[CH:5]=[CH:4][N:3]=1.Cl[C:33]1[CH:38]=[CH:37][C:36](B(O)O)=[C:35]([O:42][CH3:43])[CH:34]=1.P([O-])([O-])([O-])=O.[K+].[K+].[K+].[CH3:52][N:53]1[CH:57]=[C:56](B2OC(C)(C)C(C)(C)O2)[CH:55]=[N:54]1>O.O1CCOCC1>[CH3:43][O:42][C:35]1[CH:34]=[C:33]([C:56]2[CH:55]=[N:54][N:53]([CH3:52])[CH:57]=2)[CH:38]=[CH:37][C:36]=1[C:2]1[C:11]2[C:6](=[CH:7][C:8]([S:12]([NH:15][C:16]3[S:17][CH:18]=[CH:19][N:20]=3)(=[O:13])=[O:14])=[CH:9][CH:10]=2)[CH:5]=[CH:4][N:3]=1 |f:2.3.4.5|. Procedure details: A vial was charged with 1-chloro-N-(2,4-dimethoxybenzyl)-N-(thiazol-2-yl)isoquinoline-6-sulfonamide (INTERMEDIATE OOO) (71.96 mg, 0.151 mmol), (4-chloro-2-methoxyphenyl)boronic acid (31.0 mg, 0.166 mmol), Pd(AmPhos)2Cl2 (5.35 mg, 7.56 μmol), potassium phosphate (128 mg, 0.605 mmol), 1,4-dioxane (567 μl), and water (189 μl). The vial was flushed with Ar (g), then sealed and heated in a microwave reactor for 30 min h at 90° C. At this point, 1-methyl-4-(4,4,5,5-tetramethyl-1,3,2-dioxaborolan-2-yl)... Reactants: CN(CCCl)C (2-Dimethylaminoethyl chloride), [K] (potassium), ClC=1C=NC(NC1)=O (5-chloropyrimid-2-one). Solvent: CN(C=O)C (dimethylformamide). Run at temperature 80 celsius, time 7 hour. The product is CN(CCN1C(N=CC(=C1)Cl)=O)C (1-(2-Dimethylaminoethyl)-5-chloropyrimid-2-one). The yield is 47.0%. As a reaction SMILES: [CH3:1][N:2]([CH3:6])[CH2:3][CH2:4]Cl.[K].[Cl:8][C:9]1[CH:10]=[N:11][C:12](=[O:15])[NH:13][CH:14]=1>CN(C)C=O>[CH3:1][N:2]([CH3:6])[CH2:3][CH2:4][N:11]1[CH:10]=[C:9]([Cl:8])[CH:14]=[N:13][C:12]1=[O:15] |^1:6|. Procedure details: 2-Dimethylaminoethyl chloride (0.016 mol) was added to the potassium salt of 5-chloropyrimid-2-one (0.012 mol) in dimethylformamide (50 ml) and the reaction mixture stirred at 80° C. for 7 h. The solvent was then evaporated at reduced pressure (1 mm Hg) and the residue was extracted with chloroform (150 ml). The chloroform solution was washed with 1 N NaOH (2×4 ml), with water (5 ml) and dried (MgSO4) before evaporation. The product was recrystallized from benzene containing a little pet. ether;...